Dataset: the Open Reaction Database (ORD), a public repository of structured organic reaction records. Task: describe an organic reaction: reactants, conditions, products, and yield Solvent: CCCCCC. The product is O=C(OCC)C=1C=2C=CC=C(B3OC(C)(C)C(O3)(C)C)C2NC1C. Reactants: O=C(OCC)C=1C=2C=CC=CC2NC1C. Isolated yield 64.0%. Run at temperature 60 celsius, time 18 hour. Reagents/catalysts: O1B(OC(C)(C)C1(C)C)B2OC(C)(C)C(O2)(C)C, N=1C=CC(=CC1C=2N=CC=C(C2)C(C)(C)C)C(C)(C)C, C[OH2+].C[OH2+].C1CC=CCCC=C1.C1CC=CCCC=C1.[Ir].[Ir]. The reactants are [H-].[Na+] (sodium hydride), Cl (hydrochloric acid), crude product, [H][H] (hydrogen), ClC(=CCOCCCCO)Cl (4-(3,3-dichloro-2-propenyloxy)butanol). The solvent is CN(C=O)C (N,N-dimethylformamide), CO (methanol). Conditions: temperature 50 celsius, time 3 hour. The product is ClC#CCOCCCCO (4-(3-chloro-2-propynyloxy)butanol). Yield: 61.2%. RXN SMILES: [H-].[Na+].[H][H].[Cl:5][C:6](Cl)=[CH:7][CH2:8][O:9][CH2:10][CH2:11][CH2:12][CH2:13][OH:14].Cl>CO.CN(C)C=O>[Cl:5][C:6]#[C:7][CH2:8][O:9][CH2:10][CH2:11][CH2:12][CH2:13][OH:14] |f:0.1|. Procedure details: In a reaction vessel containing 10 ml of N,N-dimethylformamide and 0.088 g of 60% sodium hydride (in oil) was put 0.070 g of methanol under ice cooling, and the mixture was stirred until the evolution of hydrogen gas ceased, to which 0.40 g of 4-(3,3-dichloro-2-propenyloxy)butanol was added. After stirring at 50° C. for 3 hours, the reaction mixture was poured into diluted hydrochloric acid and extracted twice with diethyl ether. The diethyl ether layers were combined, washed with water, dried o... The reactants are C(C)N(CCOC=1C=CC2=C(SC3=C2C=CC(=C3)OCCN(CC)CC)C1)CC (3,7-Bis(2-diethylaminoethoxy)dibenzothiophene), C1CCOC1 (THF), C1CCOC1 (THF). Run at temperature 0 celsius, time 30 minute. Yields the product C(C)N(CCOC=1C=CC2=C(S(C3=C2C=CC(=C3)OCCN(CC)CC)=O)C1)CC (3,7-Bis(2-diethylaminoethoxy)dibenzothiophene-5-oxide). Isolated yield 100.0%. RXN SMILES: [CH2:1]([N:3]([CH2:28][CH3:29])[CH2:4][CH2:5][O:6][C:7]1[CH:8]=[CH:9][C:10]2[C:14]3[CH:15]=[CH:16][C:17]([O:19][CH2:20][CH2:21][N:22]([CH2:25][CH3:26])[CH2:23][CH3:24])=[CH:18][C:13]=3[S:12][C:11]=2[CH:27]=1)[CH3:2].C1C[O:33]CC1>>[CH2:28]([N:3]([CH2:1][CH3:2])[CH2:4][CH2:5][O:6][C:7]1[CH:8]=[CH:9][C:10]2[C:14]3[CH:15]=[CH:16][C:17]([O:19][CH2:20][CH2:21][N:22]([CH2:25][CH3:26])[CH2:23][CH3:24])=[CH:18][C:13]=3[S:12](=[O:33])[C:11]=2[CH:27]=1)[CH3:29]. Reported procedure: To a cooled solution (0° C.) of the product of Example 16A (347 mg, 0.83 mmol) in dry THF (2 mL), was added a solution of CF3CO3H in THF (4 M; 0.21 mL, 0.83 mmol). The reaction was stirred 30 minutes at 0° C., then for 30 minutes at room temperature, and concentrated under vacuum. The residue was purified by flash chromatography (35 g silica gel, 1:5:94 NH4OH-MeOH—CH2Cl2) to afford the title compound (360 mg, 100%).